This data is from the Open Reaction Database (ORD), a public repository of structured organic reaction records. The task is: describe an organic reaction: reactants, conditions, products, and yield Reactants: O (H2O), CCC(=O)C1=CC=C(C=C1)O (4-hydroxypropiophenone), C(C1=CC=CC=C1)Cl (benzyl chloride), C(=O)([O-])[O-].[K+].[K+] (K2CO3). Run in CCO (EtOH). Product: C(C1=CC=CC=C1)OC1=CC=C(C=C1)C(CC)=O (1-[4-(benzyloxy)phenyl]-1-propanone). Isolated yield 94.0%. Reaction SMILES: [CH3:1][CH2:2][C:3]([C:5]1[CH:10]=[CH:9][C:8]([OH:11])=[CH:7][CH:6]=1)=[O:4].[CH2:12](Cl)[C:13]1[CH:18]=[CH:17][CH:16]=[CH:15][CH:14]=1.C([O-])([O-])=O.[K+].[K+].O>CCO>[CH2:12]([O:11][C:8]1[CH:7]=[CH:6][C:5]([C:3](=[O:4])[CH2:2][CH3:1])=[CH:10][CH:9]=1)[C:13]1[CH:18]=[CH:17][CH:16]=[CH:15][CH:14]=1 |f:2.3.4|. Reported procedure: A mixture of 4-hydroxypropiophenone (20 g), benzyl chloride (16.1 ml), K2CO3 (12.9 g) and KI (2.21 g) in EtOH (80 ml) and H2O (1 ml) was stirred under reflux condition for 4 hours. The reaction mixture was cooled and filtered. Appeared crystal was dissovled with EtOAc and water. Organic layer was separated and washed with water and brine, dried over MgSO4 and filtered. Filtrate was evaporated under reduced pressure to give 30.0 g (94%) of 1-[4-(benzyloxy)phenyl]-1-propanone as a crystal.